Dataset: the Open Reaction Database (ORD), a public repository of structured organic reaction records. Task: describe an organic reaction: reactants, conditions, products, and yield Starting materials: C[O-], CCO, Nc1ccc(I)cc1Cl, [Na+], Sc1ccccc1, c1ccc(P(c2ccccc2)(c2ccccc2)[Pd](P(c2ccccc2)(c2ccccc2)c2ccccc2)(P(c2ccccc2)(c2ccccc2)c2ccccc2)P(c2ccccc2)(c2ccccc2)c2ccccc2)cc1. Yields the product Nc1ccc(Sc2ccccc2)cc1Cl. Reaction SMILES: [CH3:17][O-:18].[CH3:20][CH2:21][OH:22].[Cl:1][c:2]1[c:3]([NH2:4])[cH:5][cH:6][c:7]([I:9])[cH:8]1.[Na+:19].[SH:10][c:11]1[cH:12][cH:13][cH:14][cH:15][cH:16]1.[cH:23]1[cH:24][cH:25][c:26]([P:27]([Pd:28]([P:29]([c:30]2[cH:31][cH:32][cH:33][cH:34][cH:35]2)([c:36]2[cH:37][cH:38][cH:39][cH:40][cH:41]2)[c:42]2[cH:43][cH:44][cH:45][cH:46][cH:47]2)([P:48]([c:49]2[cH:50][cH:51][cH:52][cH:53][cH:54]2)([c:55]2[cH:56][cH:57][cH:58][cH:59][cH:60]2)[c:61]2[cH:62][cH:63][cH:64][cH:65][cH:66]2)[P:67]([c:68]2[cH:69][cH:70][cH:71][cH:72][cH:73]2)([c:74]2[cH:75][cH:76][cH:77][cH:78][cH:79]2)[c:80]2[cH:81][cH:82][cH:83][cH:84][cH:85]2)([c:86]2[cH:87][cH:88][cH:89][cH:90][cH:91]2)[c:92]2[cH:93][cH:94][cH:95][cH:96][cH:97]2)[cH:98][cH:99]1>>[Cl:1][c:2]1[c:3]([NH2:4])[cH:5][cH:6][c:7]([S:10][c:11]2[cH:12][cH:13][cH:14][cH:15][cH:16]2)[cH:8]1.